describe an organic reaction: reactants, conditions, products, and yield From a dataset of the Open Reaction Database (ORD), a public repository of structured organic reaction records. Reactants: C(C)OP(OCC)(=O)C(P(OCC)(=O)OCC)NC=1SC2=C(N1)C=CC=C2 (1-(benzothiazol-2-ylamino)methane-1,1-diphosphonic acid tetraethyl ester), Cl (hydrochloric acid). Product: S1C(=NC2=C1C=CC=C2)NC(P(O)(=O)O)P(O)(=O)O (1-(benzothiazol-2-yl-amino)methane-1,1-diphosphonic acid). RXN SMILES: C([O:3][P:4]([CH:9]([NH:18][C:19]1[S:20][C:21]2[CH:27]=[CH:26][CH:25]=[CH:24][C:22]=2[N:23]=1)[P:10]([O:15]CC)(=[O:14])[O:11]CC)(=[O:8])[O:5]CC)C.Cl>>[S:20]1[C:21]2[CH:27]=[CH:26][CH:25]=[CH:24][C:22]=2[N:23]=[C:19]1[NH:18][CH:9]([P:10]([OH:15])(=[O:11])[OH:14])[P:4]([OH:8])(=[O:3])[OH:5]. Reported procedure: 4.36 g (10 mmol) of 1-(benzothiazol-2-ylamino)methane-1,1-diphosphonic acid tetraethyl ester are heated in 40 ml of N hydrochloric acid at 110°-120° for 6 hours. In the course of the reaction, the product separates out in the form of a white precipitate. After cooling to room temperature, filtration is carried out and the product is washed with aqueous methanol. 3.09 g (95% of the theoretical yield) of 1-(benzothiazol-2-yl-amino)methane-1,1-diphosphonic acid of m.p. 290° (decomposition) are obta... Reactants: S(O)(O)(=O)=O (sulfuric acid), OO (hydrogen peroxide), C(CCCCCCCCCCC(=O)O)(=O)O (dodecanedioic acid). Product: C(CCCCCCCCCCC(=O)OO)(=O)OO (Diperoxydode-canedioic Acid). As a reaction SMILES: S(=O)(=O)(O)[OH:2].[OH:6][OH:7].[C:8]([OH:23])(=[O:22])[CH2:9][CH2:10][CH2:11][CH2:12][CH2:13][CH2:14][CH2:15][CH2:16][CH2:17][CH2:18][C:19](O)=[O:20]>>[C:8]([O:23][OH:2])(=[O:22])[CH2:9][CH2:10][CH2:11][CH2:12][CH2:13][CH2:14][CH2:15][CH2:16][CH2:17][CH2:18][C:19]([O:6][OH:7])=[O:20]. Procedure: A mixture comprising 5750 g of 96% sulfuric acid and 2350 g of 40% hydrogen peroxide was introduced into a stirred vessel and treated with 1060 g of powdered dodecanedioic acid (DDA) at 45° C. over 30 minutes. After 4 hours of reaction time, a mixture of the following composition was obtained: The reactants are BrC=1C=C(C=NC1)C1=C2C(=NC(=C1C=O)C)N(N=C2)CC (4-(5-bromo-3-pyridyl)-1-ethyl-6-methyl-1H-pyrazolo[3,4-b]pyridine-5-carbaldehyde), N1=CC=CC=C1 (pyridine), Cl.NO (hydroxylamine hydrochloride). Run in CN(C)C=O (DMF), O (water). Run at time 2 hour. The product is BrC=1C=C(C=NC1)C1=C2C(=NC(=C1C=NO)C)N(N=C2)CC (4-(5-bromo-3-pyridyl)-1-ethyl-6-methyl-1H-pyrazolo[3,4-b]pyridine-5-carbaldehyde oxime). The yield is 98.7%. Reaction SMILES: [Br:1][C:2]1[CH:3]=[C:4]([C:8]2[C:13]([CH:14]=O)=[C:12]([CH3:16])[N:11]=[C:10]3[N:17]([CH2:20][CH3:21])[N:18]=[CH:19][C:9]=23)[CH:5]=[N:6][CH:7]=1.N1C=CC=CC=1.Cl.[NH2:29][OH:30]>CN(C=O)C.O>[Br:1][C:2]1[CH:3]=[C:4]([C:8]2[C:13]([CH:14]=[N:29][OH:30])=[C:12]([CH3:16])[N:11]=[C:10]3[N:17]([CH2:20][CH3:21])[N:18]=[CH:19][C:9]=23)[CH:5]=[N:6][CH:7]=1 |f:2.3|. Procedure details: To a solution of 4-(5-bromo-3-pyridyl)-1-ethyl-6-methyl-1H-pyrazolo[3,4-b]pyridine-5-carbaldehyde (34 mg) in DMF (1 ml) was added pyridine (0.032 ml) and hydroxylamine hydrochloride (13.7 mg) at room temperature and the mixture was stirred at room temperature for 2 hours. The reaction mixture was diluted with water and extracted with EtOAc. The organic layer was washed with water, brine, dried over anhydrous MgSO4 and concentrated in vacuo to give 4-(5-bromo-3-pyridyl)-1-ethyl-6-methyl-1H-pyrazo... Starting materials: O1CCC(CC1)=O (tetrahydro-4H-pyran-4-one), C(C=C)O (prop-2-en-1-ol), CC1(C2=C(C(=CC=C2)P(C3=CC=CC=C3)C4=CC=CC=C4)OC5=C(C=CC=C51)P(C6=CC=CC=C6)C7=CC=CC=C7)C (Xantphos), N1C(C(=O)O)CCC1 (DL-proline). Reagents/catalysts: [CH2-]C=C.[CH2-]C=C.Cl[Pd+].Cl[Pd+] (allylPalladium Chloride dimer). Solvent: CS(=O)C (DMSO). Run at temperature 70 celsius. Yields the product C(C=C)C1COCCC1=O (3-(prop-2-en-1-yl)tetrahydro-4H-pyran-4-one). Reaction SMILES: [O:1]1[CH2:6][CH2:5][C:4](=[O:7])[CH2:3][CH2:2]1.[CH2:8](O)[CH:9]=[CH2:10].CC1(C)C2C(=C(P(C3C=CC=CC=3)C3C=CC=CC=3)C=CC=2)OC2C(P(C3C=CC=CC=3)C3C=CC=CC=3)=CC=CC1=2.N1CCCC1C(O)=O>CS(C)=O.[CH2-]C=C.[CH2-]C=C.Cl[Pd+].Cl[Pd+]>[CH2:10]([CH:3]1[C:4](=[O:7])[CH2:5][CH2:6][O:1][CH2:2]1)[CH:9]=[CH2:8] |f:5.6.7.8|. Reported procedure: A mixture of tetrahydro-4H-pyran-4-one (6-1) (5.17 g, 51.7 mmol), prop-2-en-1-ol (1.00 g, 17.2 mmol), allylPalladium Chloride dimer (0.157 g, 0.430 mmol), Xantphos (0.498 g, 0.861 mmol), and DL-proline (0.595 g, 5.17 mmol) in DMSO (35 mL) was degassed (2×pump/N2) and heated to 70° C. overnight. The mixture was cooled to rt and partitioned between water and Et2O. Extracted with Et2O. The combined organics were washed with 1:1 brine:water, dried (anhd. Na2SO4), filtered, and concentrated. The resi... Reactants: CCCCO, COC(=O)CCCCCCCn1c(-c2cccnc2)c(C)c2ccccc21, CN. The product is CNC(=O)CCCCCCCn1c(-c2cccnc2)c(C)c2ccccc21. Reaction SMILES: [CH2:30]([OH:31])[CH2:32][CH2:33][CH3:34].[CH3:1][O:2][C:3](=[O:4])[CH2:5][CH2:6][CH2:7][CH2:8][CH2:9][CH2:10][CH2:11][n:12]1[c:13](-[c:22]2[cH:23][n:24][cH:25][cH:26][cH:27]2)[c:14]([CH3:21])[c:15]2[cH:16][cH:17][cH:18][cH:19][c:20]12.[CH3:28][NH2:29]>>[C:3](=[O:4])([CH2:5][CH2:6][CH2:7][CH2:8][CH2:9][CH2:10][CH2:11][n:12]1[c:13](-[c:22]2[cH:23][n:24][cH:25][cH:26][cH:27]2)[c:14]([CH3:21])[c:15]2[cH:16][cH:17][cH:18][cH:19][c:20]12)[NH:29][CH3:28]. Reactants: COc1cc(C#N)ccc1OS(=O)(=O)c1ccccc1, C#CCCCC#N, CCCCCCC, CCOC(C)=O. Product: COc1cc(C#N)ccc1C#CCCCC#N. Reaction SMILES: [C:1](#[N:2])[c:3]1[cH:4][c:5]([O:19][CH3:20])[c:6]([O:9][S:10]([c:11]2[cH:12][cH:13][cH:14][cH:15][cH:16]2)(=[O:17])=[O:18])[cH:7][cH:8]1.[C:21]([CH2:22][CH2:23][CH2:24][C:25]#[CH:26])#[N:27].[CH3:28][CH2:29][CH2:30][CH2:31][CH2:32][CH2:33][CH3:34].[CH3:35][CH2:36][O:37][C:38]([CH3:39])=[O:40]>>[C:1](#[N:2])[c:3]1[cH:4][c:5]([O:19][CH3:20])[c:6]([C:26]#[C:25][CH2:24][CH2:23][CH2:22][C:21]#[N:27])[cH:7][cH:8]1.